Task: describe an organic reaction: reactants, conditions, products, and yield. Dataset: the Open Reaction Database (ORD), a public repository of structured organic reaction records The reactants are ClC1=NC(=C(C(=N1)N1C[C@@H]2COCCN2CC1)F)NN ((9aR)-8-(2-chloro-5-fluoro-6-hydrazino-4-pyrimidinyl)octahydropyrazino[2,1-c][1,4]oxazine), C1(CCCC1)C[C@@H](C(=O)O)CN(OCC1=CC=CC=C1)C=O ((2R)-3-cyclopentyl-2-({formyl[(phenylmethyl)oxy]amino}methyl)propanoic acid), CN1CCOCC1 (N-methylmorpholine), ON1N=NC2=C1N=CC=C2 (1-hydroxy-7-azabenzotriazole), C(CCl)Cl (EDC). Run in CCOCC (Et2O), CN(C)C=O (DMF). Reaction conditions: time 8 hour. Yields the product ClC1=NC(=C(C(=N1)NNC([C@@H](CN(C=O)OCC1=CC=CC=C1)CC1CCCC1)=O)F)N1C[C@@H]2COCCN2CC1 ([(2R)-3-(2-{2-chloro-5-fluoro-6-[(9aR)-hexahydropyrazino[2,1-c][1,4]oxazin-8(1H)-yl]-4-pyrimidinyl}hydrazino)-2-(cyclopentylmethyl)-3-oxopropyl][(phenylmethyl)oxy]formamide). The yield is 91.5%. As a reaction SMILES: [Cl:1][C:2]1[N:7]=[C:6]([N:8]2[CH2:17][CH2:16][N:15]3[C@@H:10]([CH2:11][O:12][CH2:13][CH2:14]3)[CH2:9]2)[C:5]([F:18])=[C:4]([NH:19][NH2:20])[N:3]=1.[CH:21]1([CH2:26][C@H:27]([CH2:31][N:32]([CH:41]=[O:42])[O:33][CH2:34][C:35]2[CH:40]=[CH:39][CH:38]=[CH:37][CH:36]=2)[C:28](O)=[O:29])[CH2:25][CH2:24][CH2:23][CH2:22]1.CN1CCOCC1.ON1C2N=CC=CC=2N=N1.C(Cl)CCl>CN(C=O)C.CCOCC>[Cl:1][C:2]1[N:3]=[C:4]([NH:19][NH:20][C:28](=[O:29])[C@H:27]([CH2:26][CH:21]2[CH2:22][CH2:23][CH2:24][CH2:25]2)[CH2:31][N:32]([O:33][CH2:34][C:35]2[CH:36]=[CH:37][CH:38]=[CH:39][CH:40]=2)[CH:41]=[O:42])[C:5]([F:18])=[C:6]([N:8]2[CH2:17][CH2:16][N:15]3[C@@H:10]([CH2:11][O:12][CH2:13][CH2:14]3)[CH2:9]2)[N:7]=1. Reported procedure: To a solution of (9aR)-8-(2-chloro-5-fluoro-6-hydrazino-4-pyrimidinyl)octahydropyrazino[2,1-c][1,4]oxazine (1.41 g, 4.66 mmol) in DMF (45 mL) was added (2R)-3-cyclopentyl-2-({formyl[(phenylmethyl)oxy]amino}methyl)propanoic acid (1.36 g, 4.45 mmol), N-methylmorpholine (2.45 mL, 22.3 mmol), 1-hydroxy-7-azabenzotriazole (0.730 g, 5.364 mmol), and EDC (1.02 g, 5.32 mmol). The solution was stirred overnight and was then diluted with Et2O (200 mL). The mixture was washed with water (2×100 mL), and the...